This data is from the Open Reaction Database (ORD), a public repository of structured organic reaction records. The task is: describe an organic reaction: reactants, conditions, products, and yield The reactants are COC1=CC(=C(C(=C1)C)S(=O)(=O)N(C)CC1=CC(=CO1)C(=O)O)C (5-({[(4-Methoxy-2,6-dimethylphenyl)sulfonyl](methyl)amino}methyl)furan-3-carboxylic acid), CCN(C(C)C)C(C)C (DIPEA), C1=CN(C=N1)C(=O)N2C=CN=C2 (CDI), Cl.Cl.NCC1=CC=C(C=C1)NC1=NC=CC(=N1)N (N2-[4-(aminomethyl)phenyl]pyrimidine-2,4-diamine dihydrochloride). Solvent: ClCCCl (DCE). Yields the product NC1=NC(=NC=C1)NC1=CC=C(CNC(=O)C2=COC(=C2)CN(C)S(=O)(=O)C2=C(C=C(C=C2C)OC)C)C=C1 (N-{4-[(4-aminopyrimidin-2-yl)amino]benzyl}-5-({[(4-methoxy-2,6-dimethylphenyl)sulfonyl](methyl)amino}methyl)furan-3-carboxamide). As a reaction SMILES: [CH3:1][O:2][C:3]1[CH:8]=[C:7]([CH3:9])[C:6]([S:10]([N:13]([CH2:15][C:16]2[O:20][CH:19]=[C:18]([C:21]([OH:23])=O)[CH:17]=2)[CH3:14])(=[O:12])=[O:11])=[C:5]([CH3:24])[CH:4]=1.C1N=CN(C(N2C=NC=C2)=O)C=1.Cl.Cl.[NH2:39][CH2:40][C:41]1[CH:46]=[CH:45][C:44]([NH:47][C:48]2[N:53]=[C:52]([NH2:54])[CH:51]=[CH:50][N:49]=2)=[CH:43][CH:42]=1.CCN(C(C)C)C(C)C>ClCCCl>[NH2:54][C:52]1[CH:51]=[CH:50][N:49]=[C:48]([NH:47][C:44]2[CH:45]=[CH:46][C:41]([CH2:40][NH:39][C:21]([C:18]3[CH:17]=[C:16]([CH2:15][N:13]([S:10]([C:6]4[C:5]([CH3:24])=[CH:4][C:3]([O:2][CH3:1])=[CH:8][C:7]=4[CH3:9])(=[O:12])=[O:11])[CH3:14])[O:20][CH:19]=3)=[O:23])=[CH:42][CH:43]=2)[N:53]=1 |f:2.3.4|. Procedure details: The title compound was prepared according to general procedure AE using 5-({[(4-Methoxy-2,6-dimethylphenyl)sulfonyl](methyl)amino}methyl)furan-3-carboxylic acid (60 mg, 0.16 mmol), CDI (48 mg, 0.29 mmol), N2-[4-(aminomethyl)phenyl]pyrimidine-2,4-diamine dihydrochloride (46 mg, 0.15 mmol) and DIPEA (0.17 mL, 0.97 mmol) in DCE (2 mL). The reactants are CN=C(NC#N)SC, CC#N, Cc1ncsc1CSCCN. The product is CNC(=NCCSCc1scnc1C)NC#N. As a reaction SMILES: [C:12](#[N:13])[NH:14][C:15]([S:16][CH3:17])=[N:18][CH3:19].[CH3:20][C:21]#[N:22].[NH2:1][CH2:2][CH2:3][S:4][CH2:5][c:6]1[c:7]([CH3:11])[n:8][cH:9][s:10]1>>[N:1]([CH2:2][CH2:3][S:4][CH2:5][c:6]1[c:7]([CH3:11])[n:8][cH:9][s:10]1)=[C:15]([NH:14][C:12]#[N:13])[NH:18][CH3:19]. Starting materials: O=C1NC=2C=CC=C3C2N(C1)[C@@H]1[C@H]3CN(CC1)C(=O)OCC (ethyl (6bR,10aS)-2-oxo-2,3,6b,9,10,10a-hexahydro-1H-pyrido[3′,4′:4,5]pyrrolo[1,2,3-de]quinoxaline-8(7H)-carboxylate), C(C)I (ethyl iodide), alkyl halide. Yields the product C(C)N1CCN2C=3C(=CC=CC13)[C@H]1[C@@H]2CCNC1 ((6bR,10aS)-3-ethyl-2,3,6b,7,8,9,10,10a-octahydro-1H-pyrido[3′,4′:4,5]pyrrolo[1,2,3-de]quinoxaline). RXN SMILES: O=[C:2]1[CH2:11][N:10]2[C@H:12]3[CH2:17][CH2:16][N:15](C(OCC)=O)[CH2:14][C@H:13]3[C:8]3[C:9]2=[C:4]([CH:5]=[CH:6][CH:7]=3)[NH:3]1.[CH2:23](I)[CH3:24]>>[CH2:23]([N:3]1[C:4]2[CH:5]=[CH:6][CH:7]=[C:8]3[C@@H:13]4[CH2:14][NH:15][CH2:16][CH2:17][C@@H:12]4[N:10]([C:9]=23)[CH2:11][CH2:2]1)[CH3:24]. Procedure: Utilizing the material from Example 255 Step A, the title compound was prepared in analogous fashion using ethyl iodide as the alkyl halide and following the procedure of Step B-D of Example 255, as a light brown amorphous solid. 1H NMR (CDCl3, 300 MHz) δ 1.15 (t, 3H), 1.70–2.01 (m, 3H), 2.65–2.70 (t, J=9.6 Hz, 3H), 2.70–2.95 (m, 2H), 2,95–3.13 (m, 2H), 3.13–3.72 (m, 5H), 3.60–3.95 (m, 1H), 6.39 (d, J=8.0 Hz, 1H), 6.47 (d, J=7,4 Hz, 1H), 6,64 (t, J=7.3 Hz), 1H) ppm. MS (CI): 244 (M+H+). The reactants are [Na] (sodium), CC(=NO)CC (methylethylketoxime), C[Si](CCl)(C)C (trimethylchloromethylsilane). Run in CN(C=O)C (N,N-dimethylformamide). Yields the product C[Si](C)(C)CON=C(C)CC (2-(trimethylsilylmethyloxyimino)butane). Yield: 70.0%. RXN SMILES: [Na].[CH3:2][C:3]([CH2:6][CH3:7])=[N:4][OH:5].[CH3:8][Si:9]([CH3:13])([CH3:12])[CH2:10]Cl>CN(C)C=O>[CH3:8][Si:9]([CH2:13][O:5][N:4]=[C:3]([CH2:6][CH3:7])[CH3:2])([CH3:12])[CH3:10] |^1:0|. Procedure details: To the above obtained dispersion of metallic sodium was added 34.8 g (0.4 mole) of methylethylketoxime and the reaction mixture was heated at 60° to 80° C. for about 180 minutes followed by removal of toluene under reduced pressure to give pasty sodium salt of methylethylketoxime. Then, this sodium salt of methylethylketoxime was dispersed in a mixture of 49.2 g (0.4 mole) of trimethylchloromethylsilane and 100 ml of N,N-dimethylformamide and heated at 70° to 80° C. for 3 hours with agitation. T... Reactants: [Si](O)(O)(O)O.C1(=CC=CC=C1)O (phenol silicate), C(C1=CC=CO1)=O (furfural). Run at time 75 minute. The product is [Si](O)(O)(O)O.C1(=CC=CC=C1)O.C(C1=CC=CO1)=O (furfural phenol silicate). As a reaction SMILES: [Si:1]([OH:5])([OH:4])([OH:3])[OH:2].[C:6]1([OH:12])[CH:11]=[CH:10][CH:9]=[CH:8][CH:7]=1.[CH:13](=[O:19])[C:14]1[O:18][CH:17]=[CH:16][CH:15]=1>>[Si:1]([OH:5])([OH:4])([OH:3])[OH:2].[C:6]1([OH:12])[CH:11]=[CH:10][CH:9]=[CH:8][CH:7]=1.[CH:13](=[O:19])[C:14]1[O:18][CH:17]=[CH:16][CH:15]=1 |f:0.1,3.4.5|. Procedure details: About 2 mols of the phenol silicate compound produced in Example 1, and 3 mols of furfural are mixed. The mixture is then heated to 70° to 120° C. while agitating at ambient pressure for 30 to 120 minutes, thereby producing a furfural phenol silicate resinous product. Starting materials: CCCCC(NC(=O)C(CSC(C)=O)C(F)(F)F)C(=O)O, CCOC(C)=O, CO, CC(=O)O, CCCCCC, [K+], [NH4+], [OH-], O, O=S(=O)([O-])O. The product is CCCCC(NC(=O)C(CS)C(F)(F)F)C(=O)O. RXN SMILES: [C:3](=[O:4])([CH3:5])[S:6][CH2:7][CH:8]([C:9](=[O:10])[NH:11][CH:12]([CH2:13][CH2:14][CH2:15][CH3:16])[C:17](=[O:18])[OH:19])[C:20]([F:21])([F:22])[F:23].[CH3:30][CH2:31][O:32][C:33](=[O:34])[CH3:35].[CH3:37][OH:38].[CH3:39][C:40](=[O:41])[OH:42].[CH3:43][CH2:44][CH2:45][CH2:46][CH2:47][CH3:48].[K+:29].[NH4+:1].[OH-:2].[OH2:36].[S:24](=[O:25])(=[O:26])([OH:27])[O-:28]>>[SH:6][CH2:7][CH:8]([C:9](=[O:10])[NH:11][CH:12]([CH2:13][CH2:14][CH2:15][CH3:16])[C:17](=[O:18])[OH:19])[C:20]([F:21])([F:22])[F:23].